From a dataset of the Open Reaction Database (ORD), a public repository of structured organic reaction records. describe an organic reaction: reactants, conditions, products, and yield The reactants are CS(=O)(=O)C1=CC=C(C=C1)C=1C=C2C(=CN1)OC(C2)C2CCNCC2 (5-(4-methanesulfonyl-phenyl)-2-piperidin-4-yl-2,3-dihydro-furo[2,3-c]pyridine), BrC1=NC=C(N=C1)CC (2-bromo-5-ethylpyrazine). Run in CN(C=O)C (N,N-dimethylformamide). The product is C(C)C=1N=CC(=NC1)N1CCC(CC1)C1CC=2C(=CN=C(C2)C2=CC=C(C=C2)S(=O)(=O)C)O1 (2-[1-(5-Ethyl-pyrazin-2-yl)-piperidin-4-yl]-5-(4-methanesulfonyl-phenyl)-2,3-dihydro-furo[2,3-c]pyridine). Reaction SMILES: [CH3:1][S:2]([C:5]1[CH:10]=[CH:9][C:8]([C:11]2[CH:12]=[C:13]3[CH2:19][CH:18]([CH:20]4[CH2:25][CH2:24][NH:23][CH2:22][CH2:21]4)[O:17][C:14]3=[CH:15][N:16]=2)=[CH:7][CH:6]=1)(=[O:4])=[O:3].Br[C:27]1[CH:32]=[N:31][C:30]([CH2:33][CH3:34])=[CH:29][N:28]=1>CN(C)C=O>[CH2:33]([C:30]1[N:31]=[CH:32][C:27]([N:23]2[CH2:24][CH2:25][CH:20]([CH:18]3[O:17][C:14]4=[CH:15][N:16]=[C:11]([C:8]5[CH:9]=[CH:10][C:5]([S:2]([CH3:1])(=[O:3])=[O:4])=[CH:6][CH:7]=5)[CH:12]=[C:13]4[CH2:19]3)[CH2:21][CH2:22]2)=[N:28][CH:29]=1)[CH3:34]. Procedure details: The title compound is prepared from 5-(4-methanesulfonyl-phenyl)-2-piperidin-4-yl-2,3-dihydro-furo[2,3-c]pyridine and 2-bromo-5-ethylpyrazine in N,N-dimethylformamide following a procedure analogous to that described in Example 10. LC (method 5): tR=1.25 min; Mass spectrum (ESI+): m/z=465 [M+H]+. Starting materials: BrC=1N=C(SC1C1=C(N=C2N1N=C(C=C2C(CC)CC)C)C)N2CCOCC2 (3-(4-Bromo-2-morpholin-4-yl-thiazol-5-yl)-8-(1-ethyl-propyl)-2,6-dimethyl-imidazo[1,2-b]pyridazine), Teflon, CCCCCC (Hexane), C(#N)[Cu] (CuCN), CN(C)C=O (DMF). Solvent: CCOC(=O)C (AcOEt). Reaction conditions: temperature 150 celsius. The product is C(C)C(CC)C=1C=2N(N=C(C1)C)C(=C(N2)C)C2=C(N=C(S2)N2CCOCC2)C#N (5-[8-(1-ethyl-propyl)-2,6-dimethyl-imidazo[1,2-b]pyridazin-3-yl]-2-morpholin-4-yl-thiazole-4-carbonitrile). Yield: 27.2%. RXN SMILES: Br[C:2]1[N:3]=[C:4]([N:23]2[CH2:28][CH2:27][O:26][CH2:25][CH2:24]2)[S:5][C:6]=1[C:7]1[N:11]2[N:12]=[C:13]([CH3:21])[CH:14]=[C:15]([CH:16]([CH2:19][CH3:20])[CH2:17][CH3:18])[C:10]2=[N:9][C:8]=1[CH3:22].[C:29]([Cu])#[N:30].CN(C=O)C.CCCCCC>CCOC(C)=O>[CH2:17]([CH:16]([C:15]1[C:10]2[N:11]([C:7]([C:6]3[S:5][C:4]([N:23]4[CH2:28][CH2:27][O:26][CH2:25][CH2:24]4)=[N:3][C:2]=3[C:29]#[N:30])=[C:8]([CH3:22])[N:9]=2)[N:12]=[C:13]([CH3:21])[CH:14]=1)[CH2:19][CH3:20])[CH3:18]. Procedure details: 50 mg of 3-(4-Bromo-2-morpholin-4-yl-thiazol-5-yl)-8-(1-ethyl-propyl)-2,6-dimethyl-imidazo[1,2-b]pyridazine (0.11 mmol), and 30 mg of CuCN (0.33 mmol) are put into 4 ml vial with 2 ml of DMF and the vial is capped with a Teflon cap. The vial is heated at 150° C. overnight. The reaction mixture is applied onto a silica-gel chromatography column (Hexane:AcOEt=5:1) to give 12.3 mg of the title compound. Yield 28%. Mass spectrum (m/e): 411 (M+1). 6.77 (s, 1H), 3.89 (t, J=4.8 Hz, 4H), 3.61 (t, J=5.0 ...